Dataset: the Open Reaction Database (ORD), a public repository of structured organic reaction records. Task: describe an organic reaction: reactants, conditions, products, and yield Reactants: Brc1ccc(-c2ccccc2)cc1, CS(C)=O, ClCCl, NCCCCN, O=S(=O)(Cl)Cl, c1ccncc1. Product: NCCCCNS(=O)(=O)c1ccc(-c2ccc(Br)cc2)cc1. As a reaction SMILES: [Br:12][c:13]1[cH:14][cH:15][c:16](-[c:19]2[cH:20][cH:21][cH:22][cH:23][cH:24]2)[cH:17][cH:18]1.[CH3:31][S:32]([CH3:33])=[O:34].[Cl:35][CH2:36][Cl:37].[NH2:1][CH2:2][CH2:3][CH2:4][CH2:5][NH2:6].[S:7](=[O:8])(=[O:9])([Cl:10])[Cl:11].[cH:25]1[cH:26][cH:27][n:28][cH:29][cH:30]1>>[NH2:1][CH2:2][CH2:3][CH2:4][CH2:5][NH:6][S:7](=[O:8])(=[O:9])[c:22]1[cH:21][cH:20][c:19](-[c:16]2[cH:15][cH:14][c:13]([Br:12])[cH:18][cH:17]2)[cH:24][cH:23]1. The reactants are O=C([O-])[O-], ClCCl, O=C(Cl)Cl, [K+], [K+], FC(F)(F)c1cccc(OC2CN(C(c3ccccc3)c3ccccc3)C2)c1. Yields the product O=C(Cl)N1CC(Oc2cccc(C(F)(F)F)c2)C1. Reaction SMILES: [C:5](=[O:6])([O-:7])[O-:8].[CH2:39]([Cl:40])[Cl:41].[Cl:1][C:2]([Cl:3])=[O:4].[K+:10].[K+:9].[c:11]1([CH:12]([c:13]2[cH:14][cH:15][cH:16][cH:17][cH:33]2)[N:18]2[CH2:19][CH:20]([O:22][c:23]3[cH:24][c:25]([C:29]([F:30])([F:31])[F:32])[cH:26][cH:27][cH:28]3)[CH2:21]2)[cH:34][cH:35][cH:36][cH:37][cH:38]1>>[Cl:1][C:2](=[O:4])[N:18]1[CH2:19][CH:20]([O:22][c:23]2[cH:24][c:25]([C:29]([F:30])([F:31])[F:32])[cH:26][cH:27][cH:28]2)[CH2:21]1. Starting materials: IC=1C(CCC(C1)(C)C)=O (2-iodo-4,4-dimethyl-cyclohex-2-enone), COC=1C=C(C=CC1)B(O)O (3-methoxyphenyl boronic acid). Reagents/catalysts: C1(=CC=CC=C1)[As](C1=CC=CC=C1)C1=CC=CC=C1 (triphenyl arsine), [Ag]=O (silver oxide), C1=CC=C(C=C1)C#N.C1=CC=C(C=C1)C#N.Cl[Pd]Cl (bis(benzonitrile)dichloropalladium(II)). Solvent: O (water), O1CCCC1 (tetrahydrofuran). Conditions: time 1 hour. The product is COC=1C=C(C=CC1)C=1C(CCC(C1)(C)C)=O (2-(3-Methoxy-phenyl)-4,4-dimethyl-cyclohex-2-enone). Isolated yield 99.7%. Reaction SMILES: I[C:2]1[C:3](=[O:10])[CH2:4][CH2:5][C:6]([CH3:9])([CH3:8])[CH:7]=1.[CH3:11][O:12][C:13]1[CH:14]=[C:15](B(O)O)[CH:16]=[CH:17][CH:18]=1>O1CCCC1.O.[Ag]=O.C1C=CC(C#N)=CC=1.C1C=CC(C#N)=CC=1.Cl[Pd]Cl.C1([As](C2C=CC=CC=2)C2C=CC=CC=2)C=CC=CC=1>[CH3:11][O:12][C:13]1[CH:18]=[C:17]([C:2]2[C:3](=[O:10])[CH2:4][CH2:5][C:6]([CH3:9])([CH3:8])[CH:7]=2)[CH:16]=[CH:15][CH:14]=1 |f:5.6.7|. Reported procedure: Dissolve 2-iodo-4,4-dimethyl-cyclohex-2-enone(Tetrahedron Letters (1994), 35(37), 6787-90) (11 g, 44 mmol) in tetrahydrofuran (200 ml). Add 3-methoxyphenyl boronic acid (10 g, 65.8 mmol), triphenyl arsine (808 mg, 2.64 mmol), silver oxide (15.3 g, 66 mmol) in water (25 ml), bis(benzonitrile)dichloropalladium(II) (506 mg, 1.32 mmol). Stir at room temperature for 1 h. Quench with saturated aqueous ammonium chloride (200 ml), and stir 1 h. Filter reaction mixture through a bed of celite rinsing cel...